From a dataset of the Open Reaction Database (ORD), a public repository of structured organic reaction records. describe an organic reaction: reactants, conditions, products, and yield The reactants are FC(C)(F)C1=CC=C(O1)CN1N=CC(=N1)[N+](=O)[O-] (2-[5-(1,1-difluoro-ethyl)-furan-2-ylmethyl]-4-nitro-2H-[1,2,3]triazole), [NH4+].[Cl-] (NH4Cl), N#N (N2). Reagents/catalysts: [Fe] (iron). Run in CCO (EtOH), O (water). Conditions: temperature 85 celsius, time 20 minute. Yields the product FC(C)(F)C1=CC=C(O1)CN1N=CC(=N1)N (2-[5-(1,1-Difluoro-ethyl)-furan-2-ylmethyl]-2H-[1,2,3]triazol-4-ylamine). Reaction SMILES: N#N.[F:3][C:4]([C:7]1[O:11][C:10]([CH2:12][N:13]2[N:17]=[C:16]([N+:18]([O-])=O)[CH:15]=[N:14]2)=[CH:9][CH:8]=1)([F:6])[CH3:5].[NH4+].[Cl-]>CCO.O.[Fe]>[F:6][C:4]([C:7]1[O:11][C:10]([CH2:12][N:13]2[N:17]=[C:16]([NH2:18])[CH:15]=[N:14]2)=[CH:9][CH:8]=1)([F:3])[CH3:5] |f:2.3|. Procedure: In a flame dried round-bottomed flask equipped with a magnetic stir bar and under inert atmosphere (N2), a mixture of 2-[5-(1,1-difluoro-ethyl)-furan-2-ylmethyl]-4-nitro-2H-[1,2,3]triazole (471 mg, 1.82 mmol), iron powder (309 mg, 5.47 mmol) and NH4Cl (493 mg, 9.12 mmol) in a mixture of EtOH (7.0 mL) and water (3.5 mL) was stirred at 85° C. for 20 min. The reaction mixture was filtered while hot and concentrated under reduced pressure. CH2Cl2 (10 mL) was added followed by water (10 mL). The aq. ... Starting materials: C(C)(C)(C)OC(=O)NC(C(=O)OCC)CC(=C)C (ethyl (2RS)-2-tert-butoxycarbonylamino-4-methyl-4-pentenoate), [Li+].[OH-] (LiOH). Solvent: CC(=O)C (acetone). Reaction conditions: time 0.5 hour. Yields the product C(C)(C)(C)OC(=O)NC(C(=O)O)CC(=C)C ((2RS)-2-tert-Butoxycarbonylamino-4-methyl-4-pentenoic Acid). RXN SMILES: [C:1]([O:5][C:6]([NH:8][CH:9]([CH2:15][C:16]([CH3:18])=[CH2:17])[C:10]([O:12]CC)=[O:11])=[O:7])([CH3:4])([CH3:3])[CH3:2].[Li+].[OH-]>CC(C)=O>[C:1]([O:5][C:6]([NH:8][CH:9]([CH2:15][C:16]([CH3:18])=[CH2:17])[C:10]([OH:12])=[O:11])=[O:7])([CH3:4])([CH3:3])[CH3:2] |f:1.2|. Procedure details: To a stirred solution of ethyl (2RS)-2-tert-butoxycarbonylamino-4-methyl-4-pentenoate EXAMPLE 1.C, above (6.9 g, 26.9 mmol) in acetone (50 mL was added LiOH (108 mL of 1 N aqueous solution, 108 mmol). The clear solution was stirred at room temperature for 0.5 hour. Acetone was evaporated under reduced pressure, the pH of the resulting aqueous solution was then adjusted to 3 by addition of 1 N HCl and the aqueous layer was extracted with EA (3×50 mL). The organic layers were combined, washed with...